From a dataset of the Open Reaction Database (ORD), a public repository of structured organic reaction records. describe an organic reaction: reactants, conditions, products, and yield The reactants are Brc1ccc2ncsc2c1, CC1(C)OB(c2cccc(NC(=O)C3CCCN3C(=O)OCc3ccccc3)c2)OC1(C)C, CO, [Na+], O=C([O-])O, CN(C)C=O. Product: O=C(Nc1cccc(-c2ccc3ncsc3c2)c1)C1CCCN1C(=O)OCc1ccccc1. Reaction SMILES: [Br:34][c:35]1[cH:36][c:37]2[c:38]([n:39][cH:40][s:41]2)[cH:42][cH:43]1.[CH2:1]([c:2]1[cH:3][cH:4][cH:5][cH:6][cH:7]1)[O:8][C:9](=[O:10])[N:11]1[CH:12]([C:16]([NH:17][c:18]2[cH:19][c:20]([B:24]3[O:25][C:26]([CH3:27])([CH3:28])[C:29]([CH3:30])([CH3:31])[O:32]3)[cH:21][cH:22][cH:23]2)=[O:33])[CH2:13][CH2:14][CH2:15]1.[CH3:49][OH:50].[Na+:55].[O-:51][C:52]([OH:53])=[O:54].[O:44]=[CH:45][N:46]([CH3:47])[CH3:48]>>[CH2:1]([c:2]1[cH:3][cH:4][cH:5][cH:6][cH:7]1)[O:8][C:9](=[O:10])[N:11]1[CH:12]([C:16]([NH:17][c:18]2[cH:19][c:20](-[c:35]3[cH:36][c:37]4[c:38]([n:39][cH:40][s:41]4)[cH:42][cH:43]3)[cH:21][cH:22][cH:23]2)=[O:33])[CH2:13][CH2:14][CH2:15]1. Starting materials: FC(C(C(F)(F)F)(O)C1=CC(=C(OC=2C=C(CN3C(NC(C3=O)(C=3C=NC(=CC3)SC)C)=O)C=CC2)C=C1)CCC)(F)F (3-(3-(4-(1,1,1,3,3,3-hexafluoro-2-hydroxypropan-2-yl)-2-propylphenoxy)benzyl)-5-methyl-5-(6-(methylthio)pyridin-3-yl)imidazolidine-2,4-dione), OO (hydrogen peroxide), CO (methanol), O (water), resultant mixture. The reagents and catalysts are [Cl-].[Ta+5].[Cl-].[Cl-].[Cl-].[Cl-] (tantalum chloride). Conditions: time 2 hour. The product is FC(C(C(F)(F)F)(O)C1=CC(=C(OC=2C=C(CN3C(NC(C3=O)(C=3C=NC(=CC3)S(=O)(=O)C)C)=O)C=CC2)C=C1)CCC)(F)F (3-(3-(4-(1,1,1,3,3,3-hexafluoro-2-hydroxypropan-2-yl)-2-propylphenoxy)benzyl)-5-methyl-5-(6-(methylsulfonyl)pyridin-3-yl)imidazolidine-2,4-dione). Yield: 99.0%. As a reaction SMILES: [F:1][C:2]([F:43])([F:42])[C:3]([C:9]1[CH:38]=[CH:37][C:12]([O:13][C:14]2[CH:15]=[C:16]([CH:34]=[CH:35][CH:36]=2)[CH2:17][N:18]2[C:22](=[O:23])[C:21]([CH3:32])([C:24]3[CH:25]=[N:26][C:27]([S:30][CH3:31])=[CH:28][CH:29]=3)[NH:20][C:19]2=[O:33])=[C:11]([CH2:39][CH2:40][CH3:41])[CH:10]=1)([OH:8])[C:4]([F:7])([F:6])[F:5].OO.[OH2:46].C[OH:48]>[Cl-].[Ta+5].[Cl-].[Cl-].[Cl-].[Cl-]>[F:5][C:4]([F:7])([F:6])[C:3]([C:9]1[CH:38]=[CH:37][C:12]([O:13][C:14]2[CH:15]=[C:16]([CH:34]=[CH:35][CH:36]=2)[CH2:17][N:18]2[C:22](=[O:23])[C:21]([CH3:32])([C:24]3[CH:25]=[N:26][C:27]([S:30]([CH3:31])(=[O:48])=[O:46])=[CH:28][CH:29]=3)[NH:20][C:19]2=[O:33])=[C:11]([CH2:39][CH2:40][CH3:41])[CH:10]=1)([OH:8])[C:2]([F:1])([F:42])[F:43] |f:4.5.6.7.8.9|. Procedure details: To a solution of 3-(3-(4-(1,1,1,3,3,3-hexafluoro-2-hydroxypropan-2-yl)-2-propylphenoxy)benzyl)-5-methyl-5-(6-(methylthio)pyridin-3-yl)imidazolidine-2,4-dione (10 mg, 0.0159 mmol) in methanol (640 μL), tantalum chloride (0.6 mg, 0.00159 mmol) and 30% hydrogen peroxide solution (71 μL, 0.07967 mmol) were added under ice-cold conditions and the resultant mixture was stirred under ice-cold conditions for 1 hour and then stirred at room temperature for 2 hours. The reaction solution was added with wa...